From a dataset of the Open Reaction Database (ORD), a public repository of structured organic reaction records. describe an organic reaction: reactants, conditions, products, and yield The reactants are CN(C=1OC2=C(N1)C=C(C=C2)C(F)(F)F)C2=CC=C(C=C2)O (4-[N-methyl-N-(5-trifluoromethyl-2-benzoxazolyl)amino]phenol), BrC(C(=O)OCC)C (ethyl 2-bromopropionate), BrC(C(=O)OCC)C (ethyl 2-bromopropionate), C([O-])([O-])=O.[K+].[K+] (potassium carbonate). The solvent is C(C)C(=O)C (methyl ethyl ketone). Conditions: time 7 hour. Product: CN(C=1OC2=C(N1)C=C(C=C2)C(F)(F)F)C2=CC=C(OC(C(=O)OCC)C)C=C2 (Ethyl 2-{4-[N-methyl-N-(5-trifluoromethyl-2-benzoxazolyl)amino]phenoxy}propionate). Isolated yield 32.7%. As a reaction SMILES: [CH3:1][N:2]([C:16]1[CH:21]=[CH:20][C:19]([OH:22])=[CH:18][CH:17]=1)[C:3]1[O:4][C:5]2[CH:11]=[CH:10][C:9]([C:12]([F:15])([F:14])[F:13])=[CH:8][C:6]=2[N:7]=1.Br[CH:24]([CH3:30])[C:25]([O:27][CH2:28][CH3:29])=[O:26].C(=O)([O-])[O-].[K+].[K+]>C(C(C)=O)C>[CH3:1][N:2]([C:16]1[CH:21]=[CH:20][C:19]([O:22][CH:24]([CH3:30])[C:25]([O:27][CH2:28][CH3:29])=[O:26])=[CH:18][CH:17]=1)[C:3]1[O:4][C:5]2[CH:11]=[CH:10][C:9]([C:12]([F:13])([F:15])[F:14])=[CH:8][C:6]=2[N:7]=1 |f:2.3.4|. Procedure details: A mixture of 4-[N-methyl-N-(5-trifluoromethyl-2-benzoxazolyl)amino]phenol (1.8 g, 0.006 mole), ethyl 2-bromopropionate (1.2 g, 0.006 mole), ethyl 2-bromopropionate (1.2 g, 0.006 mole), anhydrous potassium carbonate (0.9 g, 0.006 mole) and methyl ethyl ketone (25 ml) was heated under reflux, with stirring, for a period of 7 hours and then allowed to stand at room temperature for a period of 48 hours. The solvent was removed by distillation under reduced pressure and the residue was triturated wit... The reactants are C1=CC=C(C=C1)SC2C(=O)NC(=O)S2 (5-(benzenesulfanyl)-thiazolidine-2,4-dione), CC1=CC(=CC=C1)SC2C(=O)NC(=O)S2 (5-(Toluene-3-sulfanyl)-thiazolidine-2,4-dione), OOS(=O)[O-].[K+] (oxone). Run in CO (methanol), O (water), O (water). Reaction conditions: time 3.5 hour. Yields the product C1(=CC=CC=C1)S(=O)(=O)C1C(NC(S1)=O)=O (5-(Benzenesulfonyl)-thiazolidine-2,4-dione). Isolated yield 73.0%. RXN SMILES: C1C=CC(S[CH:8]2[S:14][C:12](=[O:13])[NH:11][C:9]2=[O:10])=CC=1.C[C:16]1[CH:21]=[CH:20][CH:19]=[C:18](SC2SC(=O)NC2=O)[CH:17]=1.O[O:31][S:32]([O-:34])=O.[K+]>CO.O>[C:16]1([S:32]([CH:8]2[S:14][C:12](=[O:13])[NH:11][C:9]2=[O:10])(=[O:34])=[O:31])[CH:21]=[CH:20][CH:19]=[CH:18][CH:17]=1 |f:2.3|. Procedure: A solution of 5-(benzenesulfanyl)-thiazolidine-2,4-dione, [(III), Example 6, 10.0 g, 41.8 mmol] in methanol (105 mL) was added to a mechanically stirred suspension of oxone (51.4 g, 83.6 mmol) in water (210 mL) at 0° C. The suspension was immediately warmed to room temperature. After 3.5 h, the reaction was diluted with water (1.5 L) and the solid was filtered. The solid was washed with water and dried in vacuo to provide the title compound as a white solid (8.31 g, 73%): mp 130°-133° C.: NMR (C... The solvent is O (water). Reactants: ClC=1C=C(OCCBr)C=CC1Cl (2-(3,4dichlorophenoxy)ethyl bromide), C(C)O (ethanol), C([O-])([O-])=O.[Na+].[Na+] (sodium carbonate), ClC1=CC=C(CN)C=C1 (4-chlorobenzylamine). Yields the product ClC1=CC=C(CNCCOC2=CC(=C(C=C2)Cl)Cl)C=C1 (N-4-chlorobenzyl-N-2-(3,4-dichlorophenoxy)ethylamine). RXN SMILES: [Cl:1][C:2]1[CH:3]=[C:4]([CH:9]=[CH:10][C:11]=1[Cl:12])[O:5][CH2:6][CH2:7]Br.C(O)C.C(=O)([O-])[O-].[Na+].[Na+].[Cl:22][C:23]1[CH:30]=[CH:29][C:26]([CH2:27][NH2:28])=[CH:25][CH:24]=1>O>[Cl:22][C:23]1[CH:30]=[CH:29][C:26]([CH2:27][NH:28][CH2:7][CH2:6][O:5][C:4]2[CH:9]=[CH:10][C:11]([Cl:12])=[C:2]([Cl:1])[CH:3]=2)=[CH:25][CH:24]=1 |f:2.3.4|. Reported procedure: 2.70 Grams (10.0 mmol) of 2-(3,4dichlorophenoxy)ethyl bromide was dissolvedin 30 ml of ethanol, followed by the addition of 1.06 g (10.0 mmol) of anhydrous sodium carbonate and 4.25 g (30.0 mmol) of 4-chlorobenzylamine. The mixture was heated and refluxed on an oil bath for 7 hours. After cooling, the reaction mixture was poured into 100 ml of water and was extracted with chloroform (20 ml×3). Starting materials: Chxn-Py-Al, C([O-])([O-])=O.[Cs+].[Cs+] (caesium carbonate), IC1=CC=CC=C1 (iodobenzene), N1N=CN=C1 (1,2,4-triazole). Run in CN(C)C=O (DMF). Product: C1(=CC=CC=C1)N1N=CN=C1 (1-phenyl-1H-[1,2,4]triazole). Reaction SMILES: I[C:2]1[CH:7]=[CH:6][CH:5]=[CH:4][CH:3]=1.[NH:8]1[CH:12]=[N:11][CH:10]=[N:9]1.C(=O)([O-])[O-].[Cs+].[Cs+]>CN(C=O)C>[C:2]1([N:8]2[CH:12]=[N:11][CH:10]=[N:9]2)[CH:7]=[CH:6][CH:5]=[CH:4][CH:3]=1 |f:2.3.4|. Procedure: Operating protocol A (82° C., 24 hours) was followed using 117 mg of Chxn-Py-Al (0.4 mmoles), 336 μl of iodobenzene (3 mmoles), 138 mg of 1,2,4-triazole (2 mmoles), 1.042 g of caesium carbonate (3.2 mmoles) and 1.2 ml of DMF.